From a dataset of the Open Reaction Database (ORD), a public repository of structured organic reaction records. describe an organic reaction: reactants, conditions, products, and yield Starting materials: Cl.C(#N)C1(CCNCC1)NC(=O)C(CC(C)(C)C)NC(=O)N1CCOCC1 (morpholine-4-carboxylic acid [1-(4-cyano-piperidin-4-ylcarbamoyl)-3,3-dimethyl-butyl]-amide hydrochloride), N1(CCOCC1)C(=O)Cl (4-morpholine carbonyl chloride), tertiary amine, CN1CCOCC1 (N-methylmorpholine). Run in C(Cl)Cl (methylene chloride). Yields the product N1(CCOCC1)C(=O)O (Morpholine-4-carboxylic Acid). Reaction SMILES: Cl.C(C1(NC(C(N[C:20]([N:22]2[CH2:27][CH2:26][O:25][CH2:24][CH2:23]2)=[O:21])CC(C)(C)C)=O)CCNCC1)#N.N1(C(Cl)=O)CC[O:31]CC1.CN1CCOCC1>C(Cl)Cl>[N:22]1([C:20]([OH:21])=[O:31])[CH2:27][CH2:26][O:25][CH2:24][CH2:23]1 |f:0.1|. Reported procedure: The title compound is prepared from morpholine-4-carboxylic acid [1-(4-cyano-piperidin-4-ylcarbamoyl)-3,3-dimethyl-butyl]-amide hydrochloride and 4-morpholine carbonyl chloride in the presence of a tertiary amine base such as N-methylmorpholine in a solvent such as methylene chloride. The reactants are C(CC1=CC=CC=C1)NC(C1=CC=C(C=C1)C(F)(F)F)=O (N-phenethyl-4-(trifluoromethyl)benzamide), O=P12OP3(=O)OP(=O)(O1)OP(=O)(O2)O3 (phosphoric pentoxide), polyphosphoric acid, ice water, [OH-].[K+] (KOH), [OH-].[K+] (KOH). The product is FC(C1=CC=C(C=C1)C1=NCCC2=CC=CC=C12)(F)F (1-(4-(Trifluoromethyl)phenyl)-3,4-dihydroisoquinoline). Solvent: C(C)OCC (Ethyl ether). Run at temperature 165 celsius, time 5 minute. Procedure details: To a 100-mL round-bottomed flask was added N-phenethyl-4-(trifluoromethyl)benzamide (5.0 g, 17 mmol), phosphoric pentoxide (0.526 mL, 8.52 mmol), and polyphosphoric acid (60.0 g). The reaction mixture was heated to 165° C. for 2 h. Then, the hot solution was carefully poured into ice/water and a solution of KOH (20%, 40 mL) was added to break up the oil. The mixture was stirred at RT for 5 min and an additional amount of KOH solution was added until pH 7. Ethyl ether (250 mL) was added and the m... RXN SMILES: [CH2:1]([NH:9][C:10](=O)[C:11]1[CH:16]=[CH:15][C:14]([C:17]([F:20])([F:19])[F:18])=[CH:13][CH:12]=1)[CH2:2][C:3]1[CH:8]=[CH:7][CH:6]=[CH:5][CH:4]=1.O=P12OP3(OP(OP(O3)(O1)=O)(=O)O2)=O.[OH-].[K+]>C(OCC)C>[F:18][C:17]([F:20])([F:19])[C:14]1[CH:15]=[CH:16][C:11]([C:10]2[C:8]3[C:3](=[CH:4][CH:5]=[CH:6][CH:7]=3)[CH2:2][CH2:1][N:9]=2)=[CH:12][CH:13]=1 |f:2.3|.